From a dataset of the Open Reaction Database (ORD), a public repository of structured organic reaction records. describe an organic reaction: reactants, conditions, products, and yield Reactants: OCc1ncn2cc(Br)sc12, CCOC(C)=O, O. The product is O=Cc1ncn2cc(Br)sc12. Reaction SMILES: [Br:1][c:2]1[cH:3][n:4]2[c:5]([s:6]1)[c:7]([CH2:10][OH:11])[n:8][cH:9]2.[CH3:13][CH2:14][O:15][C:16](=[O:17])[CH3:18].[O:12]>>[Br:1][c:2]1[cH:3][n:4]2[c:5]([s:6]1)[c:7]([CH:10]=[O:11])[n:8][cH:9]2. Starting materials: C(C)(C)(C)OC(N(C)CCCCN1C(C2=CC=CC=C2C1=O)=O)=O (tert-butyl[4-(1,3-dioxo-1,3-dihydro-2H-isoindol-2-yl)butyl]methylcarbamate), FC(S(=O)(=O)O)(F)F (trifluoromethanesulphonic acid). Conditions: time 2 hour. The product is CNCCCCN1C(C2=CC=CC=C2C1=O)=O (2-[4-(methylamino)butyl]-1H-isoindole-1.3(2H)-dione). RXN SMILES: C(O[C:6](=O)[N:7]([CH2:9][CH2:10][CH2:11][CH2:12][N:13]1[C:21](=[O:22])[C:20]2[C:15](=[CH:16][CH:17]=[CH:18][CH:19]=2)[C:14]1=[O:23])C)(C)(C)C.FC(F)(F)S(O)(=O)=O>>[CH3:6][NH:7][CH2:9][CH2:10][CH2:11][CH2:12][N:13]1[C:14](=[O:23])[C:15]2[C:20](=[CH:19][CH:18]=[CH:17][CH:16]=2)[C:21]1=[O:22]. Procedure: 0.6 g (1.8 mmol) of tert-butyl[4-(1,3-dioxo-1,3-dihydro-2H-isoindol-2-yl)butyl]methylcarbamate is solubilized in 865 ml (10.8 mmol; 6 equivalents) of trifluoromethanesulphonic acid and the reaction mixture is maintained under stirring for 2 hours at ambient temperature. The solvents are evaporated off, then the excess acid is coevaporated with 3 times 50 ml of dichloromethane. The expected product is used without other purification in the following stage. Reactants: CCCCCCCCCCCCCC(CC(N)=O)OC(=O)C(CCCC(=O)OCc1ccccc1)NC(=O)Oc1ccccc1, CCOC(C)=O, Cl, Nc1ccccn1, c1ccncc1. Product: CCCCCCCCCCCCCC(CC(N)=O)OC(=O)C(CCCC(=O)OCc1ccccc1)NC(=O)Nc1ccccn1. RXN SMILES: [CH2:1]([c:2]1[cH:3][cH:4][cH:5][cH:6][cH:7]1)[O:8][C:9](=[O:10])[CH2:11][CH2:12][CH2:13][CH:14]([C:15](=[O:16])[O:17][CH:18]([CH2:19][C:20](=[O:21])[NH2:22])[CH2:23][CH2:24][CH2:25][CH2:26][CH2:27][CH2:28][CH2:29][CH2:30][CH2:31][CH2:32][CH2:33][CH2:34][CH3:35])[NH:36][C:37](=[O:38])[O:39][c:40]1[cH:41][cH:42][cH:43][cH:44][cH:45]1.[CH3:53][CH2:54][O:55][C:56](=[O:57])[CH3:58].[ClH:59].[NH2:46][c:47]1[n:48][cH:49][cH:50][cH:51][cH:52]1.[cH:60]1[cH:61][cH:62][n:63][cH:64][cH:65]1>>[CH2:1]([c:2]1[cH:3][cH:4][cH:5][cH:6][cH:7]1)[O:8][C:9](=[O:10])[CH2:11][CH2:12][CH2:13][CH:14]([C:15](=[O:16])[O:17][CH:18]([CH2:19][C:20](=[O:21])[NH2:22])[CH2:23][CH2:24][CH2:25][CH2:26][CH2:27][CH2:28][CH2:29][CH2:30][CH2:31][CH2:32][CH2:33][CH2:34][CH3:35])[NH:36][C:37](=[O:38])[NH:46][c:47]1[n:48][cH:49][cH:50][cH:51][cH:52]1.